From a dataset of the Open Reaction Database (ORD), a public repository of structured organic reaction records. describe an organic reaction: reactants, conditions, products, and yield Reactants: CC(=O)OCCCCBr, O=C([O-])[O-], [Cl-], Oc1c(Cl)cc(OCc2ccccc2)cc1Cl, [K+], [K+], [Na+], CN(C)C=O, O. As a reaction SMILES: [C:18]([CH3:19])(=[O:20])[O:21][CH2:22][CH2:23][CH2:24][CH2:25][Br:26].[C:27](=[O:28])([O-:29])[O-:30].[Cl-:34].[Cl:1][c:2]1[c:3]([OH:17])[c:4]([Cl:16])[cH:5][c:6]([O:8][CH2:9][c:10]2[cH:11][cH:12][cH:13][cH:14][cH:15]2)[cH:7]1.[K+:31].[K+:32].[Na+:33].[O:35]=[CH:36][N:37]([CH3:38])[CH3:39].[OH2:40]>>[Cl:1][c:2]1[c:3]([O:17][CH2:25][CH2:24][CH2:23][CH2:22][O:21][C:18]([CH3:19])=[O:20])[c:4]([Cl:16])[cH:5][c:6]([O:8][CH2:9][c:10]2[cH:11][cH:12][cH:13][cH:14][cH:15]2)[cH:7]1. The product is CC(=O)OCCCCOc1c(Cl)cc(OCc2ccccc2)cc1Cl. The reactants are C(CC1=CC(=CC=C1)F)C1=CC(=CC=C1)F (1,1′-(1,2-ethanediyl)bis[3-fluorobenzene]), C(=O)=O.CC(=O)C (dry-ice acetone), [Cl-].[Cl-].[Cl-].[Al+3] (aluminium trichloride), C(C(=O)Cl)(=O)Cl (oxalyl chloride). Run in C(=S)=S (carbon disulfide), O (water), C(Cl)(Cl)Cl (chloroform), C(=S)=S (carbon disulfide). Run at temperature 35 celsius. The product is FC1=CC2=C(C(C3=C(CC2)C=C(C=C3)F)=O)C=C1 (2,8-difluoro-10,11-dihydro-dibenzo[a,d]cycloheptene-5-one). Yield: 29.0%. RXN SMILES: [C:1](=[O:3])=O.CC(C)=O.[Cl-].[Cl-].[Cl-].[Al+3].C(Cl)(=O)C(Cl)=O.[CH2:18]([C:27]1[CH:32]=[CH:31][CH:30]=[C:29]([F:33])[CH:28]=1)[CH2:19][C:20]1[CH:25]=[CH:24][CH:23]=[C:22]([F:26])[CH:21]=1>C(=S)=S.C(Cl)(Cl)Cl.O>[F:26][C:22]1[CH:23]=[CH:24][C:25]2[C:1](=[O:3])[C:32]3[CH:31]=[CH:30][C:29]([F:33])=[CH:28][C:27]=3[CH2:18][CH2:19][C:20]=2[CH:21]=1 |f:0.1,2.3.4.5|. Reported procedure: To a cooled (dry-ice/acetone bath) suspension of anhydrous aluminium trichloride (5 eq, 45.82 g, 0.34 Mol) in carbon disulfide (450 ml) was added oxalyl chloride (4 eq, 23.58 ml) dropwise. The mixture was allowed to reach room temperature before the slow addition of 1,1′-(1,2-ethanediyl)bis[3-fluorobenzene](1 eq, 15.00 g) as a solution in carbon disulfide (20 ml). The mixture was heated overnight at 35° C. and diluted with chloroform (400 ml). The mixture was cooled (ice-bath) and water (400 ml)... Reactants: C([O-])([O-])=O.[K+].[K+] (potassium carbonate), OC1=C(C=C(C=C1)/C=C/C(=O)OCC)OC (ethyl (E)-3-(4-hydroxy-3-methoxyphenyl)acrylate), BrC=1C=NC=CC1 (3-bromopyridine), ice water, C(C)(=O)OCC (ethyl acetate). Reagents/catalysts: [Cu] (copper). The solvent is CN(P(N(C)C)(N(C)C)=O)C (hexamethyl phosphoric triamide). Conditions: temperature 160 celsius, time 3 hour. The product is COC=1C=C(C=CC1OC=1C=NC=CC1)/C=C/C(=O)OCC (ethyl (E)-3-[3-methoxy-4-(3-pyridyloxy)phenyl]acrylate). Yield: 21.5%. As a reaction SMILES: [OH:1][C:2]1[CH:7]=[CH:6][C:5](/[CH:8]=[CH:9]/[C:10]([O:12][CH2:13][CH3:14])=[O:11])=[CH:4][C:3]=1[O:15][CH3:16].Br[C:18]1[CH:19]=[N:20][CH:21]=[CH:22][CH:23]=1.C(=O)([O-])[O-].[K+].[K+].C(OCC)(=O)C>CN(C)P(=O)(N(C)C)N(C)C.[Cu]>[CH3:16][O:15][C:3]1[CH:4]=[C:5](/[CH:8]=[CH:9]/[C:10]([O:12][CH2:13][CH3:14])=[O:11])[CH:6]=[CH:7][C:2]=1[O:1][C:18]1[CH:19]=[N:20][CH:21]=[CH:22][CH:23]=1 |f:2.3.4|. Procedure: 6.67 g of ethyl (E)-3-(4-hydroxy-3-methoxyphenyl)acrylate and 5.69 g of 3-bromopyridine were dissolved in 13.3 ml of hexamethyl phosphoric triamide. To the solution were added 4.15 g of potassium carbonate and 0.57 g of a copper powder. The mixture was stirred for 3 hours at 160° C. in a nitrogen atmosphere. The reaction mixture was mixed with 100 ml of ice water and 100 ml of ethyl acetate. The resulting insolubles were removed by filtration. An organic layer was separated, washed with water an... As a reaction SMILES: [CH3:1][O:2][C:3](=[O:17])[CH:4]([C:6]1[CH:11]=[C:10]([C:12]([F:15])([F:14])[F:13])[CH:9]=[C:8]([F:16])[CH:7]=1)[OH:5].[H-].[Na+].[H][H].F[C:23]1[CH:28]=[C:27]([Cl:29])[CH:26]=[CH:25][C:24]=1[C:30]([F:33])([F:32])[F:31]>CN(C)C=O.C(OCC)(=O)C.O>[CH3:1][O:2][C:3](=[O:17])[CH:4]([C:6]1[CH:11]=[C:10]([C:12]([F:14])([F:15])[F:13])[CH:9]=[C:8]([F:16])[CH:7]=1)[O:5][C:25]1[CH:26]=[C:27]([Cl:29])[CH:28]=[CH:23][C:24]=1[C:30]([F:31])([F:32])[F:33] |f:1.2|. Starting materials: FC1=C(C=CC(=C1)Cl)C(F)(F)F (2-fluoro-4-chloro-1-trifluoromethyl-benzene), COC(C(O)C1=CC(=CC(=C1)C(F)(F)F)F)=O ((3-Fluoro-5-trifluoromethyl-phenyl)-hydroxy-acetic acid methyl ester), [H][H] (hydrogen), [H-].[Na+] (sodium hydride). Product: COC(C(OC1=C(C=CC(=C1)Cl)C(F)(F)F)C1=CC(=CC(=C1)C(F)(F)F)F)=O ((3-fluoro-5-trifluoromethyl-phenyl)-(5-chloro-2-trifluoromethyl-phenoxy)-acetic acid methyl ester). Reported procedure: (3-Fluoro-5-trifluoromethyl-phenyl)-hydroxy-acetic acid methyl ester 91 (0.1 mol) was dissolved in dimethylformamide (100 mL) and sodium hydride (0.1 mol) was added. When hydrogen evolution stopped, a solution of 2-fluoro-4-chloro-1-trifluoromethyl-benzene 92 (0.1 mol) in dimethylformamide (25 mL) was added. The progress of the reaction was monitored by TLC. When the reaction was complete, water and ethyl acetate were added. The organic phase was dried and concentrated, and the residue was chrom... Run in CN(C=O)C (dimethylformamide), C(C)(=O)OCC (ethyl acetate), O (water), CN(C=O)C (dimethylformamide). Starting materials: N(=NC(=O)OC(C)C)C(=O)OC(C)C (Diisopropyl azodicarboxylate), O[C@@H]1C[C@H]2N(C(CCN(C2)C(=O)OC(C)(C)C)=O)C1 (tert-Butyl (8R,9aR)-8-hydroxy-5-oxohexahydro-1H-pyrrolo[1,2-a][1,4]diazepine-2(3H)-carboxylate), C1(=CC=CC=C1)P(C1=CC=CC=C1)C1=CC=CC=C1 (triphenylphosphine), [N+](=O)([O-])C1=CC=C(C(=O)O)C=C1 (4-nitrobenzoic acid), resultant solution. Run in O1CCCC1 (tetrahydrofuran), O1CCCC1 (tetrahydrofuran). Reaction conditions: temperature -78 celsius. Yields the product [N+](=O)([O-])C1=CC=C(C(=O)O[C@H]2C[C@H]3N(C(CCN(C3)C(=O)OC(C)(C)C)=O)C2)C=C1 (tert-butyl (8S,9aR)-8-[(4-nitrobenzoyl)oxy]-5-oxohexahydro-1H-pyrrolo[1,2-a][1,4]diazepine-2(3H)-carboxylate). As a reaction SMILES: [OH:1][C@H:2]1[CH2:19][N:5]2[C:6](=[O:18])[CH2:7][CH2:8][N:9]([C:11]([O:13][C:14]([CH3:17])([CH3:16])[CH3:15])=[O:12])[CH2:10][C@H:4]2[CH2:3]1.C1(P(C2C=CC=CC=2)C2C=CC=CC=2)C=CC=CC=1.[N+:39]([C:42]1[CH:50]=[CH:49][C:45]([C:46](O)=[O:47])=[CH:44][CH:43]=1)([O-:41])=[O:40].N(C(OC(C)C)=O)=NC(OC(C)C)=O>O1CCCC1>[N+:39]([C:42]1[CH:43]=[CH:44][C:45]([C:46]([O:1][C@@H:2]2[CH2:19][N:5]3[C:6](=[O:18])[CH2:7][CH2:8][N:9]([C:11]([O:13][C:14]([CH3:15])([CH3:16])[CH3:17])=[O:12])[CH2:10][C@H:4]3[CH2:3]2)=[O:47])=[CH:49][CH:50]=1)([O-:41])=[O:40]. Procedure details: tert-Butyl (8R,9aR)-8-hydroxy-5-oxohexahydro-1H-pyrrolo[1,2-a][1,4]diazepine-2(3H)-carboxylate (50 mg, 0.185 mmol, 1.0 equivalent, Part D), triphenylphosphine (60.6 mg, 0.231 mmol, 1.25 equivalents), and 4-nitrobenzoic acid (46.4 mg, 0.277 mmol, 1.5 equivalents) were dissolved in tetrahydrofuran (1.0 mL), and the resulting solution was cooled to −78° C. Diisopropyl azodicarboxylate (0.043 mL, 0.222 mmol, 1.2 equivalents) was dissolved in tetrahydrofuran (0.5 mL), and the resultant solution was a... The reactants are CCOC(=O)c1sc2ccc(Cl)cc2c1C(F)(F)F, CCO, [Na+], [OH-]. Yields the product O=C(O)c1sc2ccc(Cl)cc2c1C(F)(F)F. As a reaction SMILES: [CH2:3]([CH3:4])[O:5][C:6](=[O:7])[c:8]1[c:9]([C:18]([F:19])([F:20])[F:21])[c:10]2[c:11]([s:12]1)[cH:13][cH:14][c:15]([Cl:17])[cH:16]2.[CH3:22][CH2:23][OH:24].[Na+:2].[OH-:1]>>[O:5]=[C:6]([OH:7])[c:8]1[c:9]([C:18]([F:19])([F:20])[F:21])[c:10]2[c:11]([s:12]1)[cH:13][cH:14][c:15]([Cl:17])[cH:16]2. Starting materials: CO, Cl, [Na+], [OH-], O=C(CCc1ccccc1Oc1ccccc1)Oc1ccccc1. Yields the product O=C(O)CCc1ccccc1Oc1ccccc1. Reaction SMILES: [CH3:28][OH:29].[ClH:27].[Na+:26].[OH-:25].[c:1]1([O:7][c:8]2[c:9]([CH2:14][CH2:15][C:16](=[O:17])[O:18][c:19]3[cH:20][cH:21][cH:22][cH:23][cH:24]3)[cH:10][cH:11][cH:12][cH:13]2)[cH:2][cH:3][cH:4][cH:5][cH:6]1>>[c:1]1([O:7][c:8]2[c:9]([CH2:14][CH2:15][C:16](=[O:17])[OH:18])[cH:10][cH:11][cH:12][cH:13]2)[cH:2][cH:3][cH:4][cH:5][cH:6]1. Starting materials: diester, NCC(=O)N[C@@H](CC(OC(C)(C)C)=O)C(=O)N[C@@H](C(C)C)C(=O)OC(C)(C)C (H-Gly-Asp(OtBu)-Val-OtBu), N([C@@H](CC(OC(C)(C)C)=O)C(=O)O)C(=O)OCC1=CC=CC=C1 (Z-Asp(OtBu)-OH), N[C@@H](C(C)C)C(=O)OC(C)(C)C (H-Val-OtBu). Product: N([C@@H](CC(OC(C)(C)C)=O)C(=O)N[C@@H](C(C)C)C(=O)OC(C)(C)C)C(=O)OCC1=CC=CC=C1 (Z-Asp(OtBu)-Val-OtBu). As a reaction SMILES: NCC(N[C@H](C([NH:17][C@H:18]([C:22]([O:24][C:25]([CH3:28])([CH3:27])[CH3:26])=[O:23])[CH:19]([CH3:21])[CH3:20])=O)CC(=O)OC(C)(C)C)=O.[NH:29]([C:42]([O:44][CH2:45][C:46]1[CH:51]=[CH:50][CH:49]=[CH:48][CH:47]=1)=[O:43])[C@H:30]([C:39]([OH:41])=O)[CH2:31][C:32](=[O:38])[O:33][C:34]([CH3:37])([CH3:36])[CH3:35].N[C@H](C(OC(C)(C)C)=O)C(C)C>>[NH:29]([C:42]([O:44][CH2:45][C:46]1[CH:51]=[CH:50][CH:49]=[CH:48][CH:47]=1)=[O:43])[C@H:30]([C:39]([NH:17][C@H:18]([C:22]([O:24][C:25]([CH3:27])([CH3:26])[CH3:28])=[O:23])[CH:19]([CH3:21])[CH3:20])=[O:41])[CH2:31][C:32](=[O:38])[O:33][C:34]([CH3:35])([CH3:36])[CH3:37]. Reported procedure: A diester such as H-Gly-Asp(OtBu)-Val-OtBu can be prepared by condensing Z-Asp(OtBu)-OH and H-Val-OtBu to give Z-Asp(OtBu)-Val-OtBu, hydrogenolyzing the latter, coupling the resulting H-Asp(OtBu)-Val-OtBu with Z-Gly-OSu to give Z-Gly-Asp(OtBu)-Val-OtBu and hydrogenolyzing the latter. Reactants: C(=C)C1=CC=C(C=C1)CC(=O)O (4-vinylphenylacetic acid), O1CCCC=C1 (3,4-dihydro-2H-pyran). The reagents and catalysts are Cl (hydrochloric acid). Run in CCOCC (ether). Conditions: temperature 45 celsius. Product: C(=C)C1=CC=C(C=C1)CC(=O)OC1OCCCC1 (tetrahydro-2H-pyran-2-yl 4-vinylphenylacetate). Yield: 70.8%. RXN SMILES: [CH:1]([C:3]1[CH:8]=[CH:7][C:6]([CH2:9][C:10]([OH:12])=[O:11])=[CH:5][CH:4]=1)=[CH2:2].[O:13]1[CH:18]=[CH:17][CH2:16][CH2:15][CH2:14]1>Cl.CCOCC>[CH:1]([C:3]1[CH:8]=[CH:7][C:6]([CH2:9][C:10]([O:12][CH:14]2[CH2:15][CH2:16][CH2:17][CH2:18][O:13]2)=[O:11])=[CH:5][CH:4]=1)=[CH2:2]. Reported procedure: A mixture of 7 g (43 mmol) of 4-vinylphenylacetic acid, 12.0 g (142 mmol) of 3,4-dihydro-2H-pyran and 2 drops of 32% hydrochloric acid is warmed at 45° C. for 90 minutes in a 50 ml three-necked round-bottom flask fitted with magnetic stirrer and nitrogen blanketing system. 100 ml of ether are then added. The organic phase is then washed twice with 50 ml of 1 N sodium hydroxide solution in each case and twice with 50 ml of water in each case, dried over magnesium sulfate and evaporated, giving a ... The reactants are COC(=O)c1ccc(-c2ccc(OC)c(-c3ccc(C(F)(F)F)cc3CN3C(=O)OC(c4ccncc4)C3C)c2)c(C)c1, ClCCl, O=C(OO)c1cccc(Cl)c1, O=P(Cl)(Cl)Cl. The product is COC(=O)c1ccc(-c2ccc(OC)c(-c3ccc(C(F)(F)F)cc3CN3C(=O)OC(c4ccnc(Cl)c4)C3C)c2)c(C)c1. RXN SMILES: [CH3:1][O:2][c:3]1[c:4](-[c:20]2[c:21]([CH2:30][N:31]3[C:32](=[O:43])[O:33][CH:34]([c:37]4[cH:38][cH:39][n:40][cH:41][cH:42]4)[CH:35]3[CH3:36])[cH:22][c:23]([C:26]([F:27])([F:28])[F:29])[cH:24][cH:25]2)[cH:5][c:6](-[c:9]2[c:10]([CH3:19])[cH:11][c:12]([C:15](=[O:16])[O:17][CH3:18])[cH:13][cH:14]2)[cH:7][cH:8]1.[Cl:55][CH2:56][Cl:57].[OH:44][O:45][C:46]([c:47]1[cH:48][c:49]([Cl:53])[cH:50][cH:51][cH:52]1)=[O:54].[P:58]([Cl:59])([Cl:60])([Cl:61])=[O:62]>>[CH3:1][O:2][c:3]1[c:4](-[c:20]2[c:21]([CH2:30][N:31]3[C:32](=[O:43])[O:33][CH:34]([c:37]4[cH:38][c:39]([Cl:53])[n:40][cH:41][cH:42]4)[CH:35]3[CH3:36])[cH:22][c:23]([C:26]([F:27])([F:28])[F:29])[cH:24][cH:25]2)[cH:5][c:6](-[c:9]2[c:10]([CH3:19])[cH:11][c:12]([C:15](=[O:16])[O:17][CH3:18])[cH:13][cH:14]2)[cH:7][cH:8]1.